This data is from the Open Reaction Database (ORD), a public repository of structured organic reaction records. The task is: describe an organic reaction: reactants, conditions, products, and yield Reactants: CC(C)c1ccc(CC(=O)N2CCCC(c3cccc(OC(C)(C)C(=O)OCc4ccccc4)c3)C2)cc1, CO. The product is CC(C)c1ccc(CC(=O)N2CCCC(c3cccc(OC(C)(C)C(=O)O)c3)C2)cc1. As a reaction SMILES: [CH2:1]([c:2]1[cH:3][cH:4][cH:5][cH:6][cH:7]1)[O:8][C:9]([C:10]([CH3:11])([CH3:12])[O:13][c:14]1[cH:15][c:16]([CH:20]2[CH2:21][N:22]([C:26]([CH2:27][c:28]3[cH:29][cH:30][c:31]([CH:34]([CH3:35])[CH3:36])[cH:32][cH:33]3)=[O:37])[CH2:23][CH2:24][CH2:25]2)[cH:17][cH:18][cH:19]1)=[O:38].[CH3:39][OH:40]>>[O:8]=[C:9]([C:10]([CH3:11])([CH3:12])[O:13][c:14]1[cH:15][c:16]([CH:20]2[CH2:21][N:22]([C:26]([CH2:27][c:28]3[cH:29][cH:30][c:31]([CH:34]([CH3:35])[CH3:36])[cH:32][cH:33]3)=[O:37])[CH2:23][CH2:24][CH2:25]2)[cH:17][cH:18][cH:19]1)[OH:38]. Starting materials: C(=O)C1=C(C=C(C(=O)OC(C)(C)C)C=C1)O (tert-butyl 4-formyl-3-hydroxybenzoate), BrCC(=O)OCC (ethyl bromoacetate), ice water, C([O-])([O-])=O.[K+].[K+] (potassium carbonate), BrCC(=O)OCC (ethyl bromoacetate). The solvent is CN(C)C=O (DMF). Conditions: temperature 80 celsius, time 6 hour. Product: O1C(=CC2=C1C=C(C=C2)C(=O)OC(C)(C)C)C(=O)OCC (6-tert-Butyl 2-ethyl 1-benzofuran-2,6-dicarboxylate). RXN SMILES: [CH:1]([C:3]1[CH:15]=[CH:14][C:6]([C:7]([O:9][C:10]([CH3:13])([CH3:12])[CH3:11])=[O:8])=[CH:5][C:4]=1[OH:16])=O.C(=O)([O-])[O-].[K+].[K+].Br[CH2:24][C:25]([O:27][CH2:28][CH3:29])=[O:26]>CN(C=O)C>[O:16]1[C:4]2[CH:5]=[C:6]([C:7]([O:9][C:10]([CH3:13])([CH3:12])[CH3:11])=[O:8])[CH:14]=[CH:15][C:3]=2[CH:1]=[C:24]1[C:25]([O:27][CH2:28][CH3:29])=[O:26] |f:1.2.3|. Procedure: A solution of tert-butyl 4-formyl-3-hydroxybenzoate (1.2 g, 5.40 mmol) and potassium carbonate (1726 mg, 12.4 mmol) in DMF (17 ml) was admixed dropwise with ethyl bromoacetate (0.56 ml, 5.0 mmol) and stirred at 80° C. for 6 h. Then ethyl bromoacetate (0.28 ml, 2.5 mmol) was added again and the mixture was stirred at 80° C. overnight. After cooling to room temperature, the reaction mixture was added to ice-water and extracted with ethyl acetate. The organic phases were dried over sodium sulphate,...